The task is: describe an organic reaction: reactants, conditions, products, and yield. This data is from the Open Reaction Database (ORD), a public repository of structured organic reaction records. Reactants: C(C)N(C1=CC=CC=C1)CCO (2-(N-ethylanilino)ethanol), S(O)(O)(=O)=O (sulfuric acid). Run in O (water), O (water). Conditions: time 2 hour. Product: S(=O)(=O)(OCCN(C1=CC=CC=C1)CC)O (2-[ethyl(phenyl)amino]ethyl hydrogen sulfate). RXN SMILES: [CH2:1]([N:3]([CH2:10][CH2:11][OH:12])[C:4]1[CH:9]=[CH:8][CH:7]=[CH:6][CH:5]=1)[CH3:2].[S:13](=O)(=[O:16])([OH:15])[OH:14]>O>[S:13]([OH:16])([O:12][CH2:11][CH2:10][N:3]([CH2:1][CH3:2])[C:4]1[CH:5]=[CH:6][CH:7]=[CH:8][CH:9]=1)(=[O:15])=[O:14]. Reported procedure: In 1.1, 16.5 grams (g) (0.10 mol) of 2-(N-ethylanilino)ethanol were added to 25.0 milliliters (ml) of concentrated sulfuric acid at a temperature of 35 to 40 degrees Celsius (° C.). The reaction proceeded slightly exothermically and was held within the specified temperature range by cooling with iced water. The mixture was stirred for an additional 2 hours. On completion of the reaction, the mixture was poured onto ice and made up to 250 ml by adding water. The result was a transparent yellow so...